This data is from the Open Reaction Database (ORD), a public repository of structured organic reaction records. The task is: describe an organic reaction: reactants, conditions, products, and yield The reactants are C(C)(C)(C)C1=C(C(C=O)=CC(=C1)C(C)(C)C)O (3,5-di-tert-butyl salicylaldehyde), CO (methanol), C(CN)N (ethylenediamine). Reaction conditions: time 2 hour. Yields the product C(C)(C)(C)C1=C(C(C=NCCN=CC=2C(O)=C(C=C(C2)C(C)(C)C)C(C)(C)C)=CC(=C1)C(C)(C)C)O (N,N′-bis(3,5-di-tert-butylsalicylidene)ethylenediamine). Reaction SMILES: [C:1]([C:5]1[CH:12]=[C:11]([C:13]([CH3:16])([CH3:15])[CH3:14])[CH:10]=[C:7]([CH:8]=O)[C:6]=1[OH:17])([CH3:4])([CH3:3])[CH3:2].[CH2:18]([NH2:21])[CH2:19][NH2:20].[CH3:22][OH:23]>>[C:1]([C:5]1[CH:12]=[C:11]([C:13]([CH3:16])([CH3:15])[CH3:14])[CH:10]=[C:7]([CH:8]=[N:20][CH2:19][CH2:18][N:21]=[CH:8][C:7]2[C:22](=[C:11]([C:13]([CH3:16])([CH3:15])[CH3:14])[CH:12]=[C:5]([C:1]([CH3:4])([CH3:3])[CH3:2])[CH:6]=2)[OH:23])[C:6]=1[OH:17])([CH3:4])([CH3:3])[CH3:2]. Reported procedure: 15 g (0.064 mol) of 3,5-di-tert-butyl salicylaldehyde was dissolved in 500 ml of methanol, and then 1.92 g (0.032 mol) of ethylenediamine was added, and stirred at room temperature for 2 hours. The reaction product thus obtained was filtrated to give 13.3 g (0.0266 mol) of N,N′-bis(3,5-di-tert-butylsalicylidene)ethylenediamine. Next, in a solution obtained by dissolving the above compound in 1000 g of methanol, Co(OAc)2.4H2O was added in an amount of 8.753 g (0.0266 mol), followed by reflux for ... Starting materials: CC1=NSC(=C1C(=O)O)C (3,5-Dimethyl-4-isothiazolecarboxylic acid), [H-].[Al+3].[Li+].[H-].[H-].[H-] (lithium aluminium hydride), ethyl ester, ester. Solvent: O1CCCC1 (tetrahydrofuran). The product is OCC=1C(=NSC1C)C (4-hydroxymethyl-3,5-dimethylisothiazole). Reaction SMILES: [CH3:1][C:2]1[C:6]([C:7](O)=[O:8])=[C:5]([CH3:10])[S:4][N:3]=1.[H-].[Al+3].[Li+].[H-].[H-].[H-]>O1CCCC1>[OH:8][CH2:7][C:6]1[C:2]([CH3:1])=[N:3][S:4][C:5]=1[CH3:10] |f:1.2.3.4.5.6|. Procedure: 3,5-Dimethyl-4-isothiazolecarboxylic acid is converted to the ethyl ester and the ester is reduced with lithium aluminium hydride in tetrahydrofuran to give 4-hydroxymethyl-3,5-dimethylisothiazole. Using this hydroxymethyl compound as the starting material for the above process gives N-methyl-N'-[2-((3,5-dimethyl-4-isothiazolyl)methylthio)ethyl]thiourea. Starting materials: N1(CCCCCC1)CC=1C=C(C=CC1O)C(C(C)NC(C1=CC=CC=C1)=O)C1=CC(=C(C=C1)O)CN1CCCCCC1 (N-[2,2-Bis-(3-azepan-1-ylmethyl-4-hydroxyphenyl)-1-methylethyl]benzamide), C(C(=O)O)(=O)O (oxalic acid), C(C)(=O)OCC (ethyl acetate). Solvent: C(C)O (ethanol). The product is C(C(=O)O)(=O)O.N1(CCCCCC1)CC=1C=C(C=CC1O)C(C(C)NC(C1=CC=CC=C1)=O)C1=CC(=C(C=C1)O)CN1CCCCCC1 (N-[2,2-Bis-(3-azepan-1-ylmethyl-4-hydroxyphenyl)-1-methylethyl]benzamide oxalic acid salt). Yield: 30.0%. Reaction SMILES: [N:1]1([CH2:8][C:9]2[CH:10]=[C:11]([CH:16]([C:28]3[CH:33]=[CH:32][C:31]([OH:34])=[C:30]([CH2:35][N:36]4[CH2:42][CH2:41][CH2:40][CH2:39][CH2:38][CH2:37]4)[CH:29]=3)[CH:17]([NH:19][C:20](=[O:27])[C:21]3[CH:26]=[CH:25][CH:24]=[CH:23][CH:22]=3)[CH3:18])[CH:12]=[CH:13][C:14]=2[OH:15])[CH2:7][CH2:6][CH2:5][CH2:4][CH2:3][CH2:2]1.[C:43]([OH:48])(=[O:47])[C:44]([OH:46])=[O:45].C(OCC)(=O)C>C(O)C>[C:43]([OH:48])(=[O:47])[C:44]([OH:46])=[O:45].[N:1]1([CH2:8][C:9]2[CH:10]=[C:11]([CH:16]([C:28]3[CH:33]=[CH:32][C:31]([OH:34])=[C:30]([CH2:35][N:36]4[CH2:37][CH2:38][CH2:39][CH2:40][CH2:41][CH2:42]4)[CH:29]=3)[CH:17]([NH:19][C:20](=[O:27])[C:21]3[CH:26]=[CH:25][CH:24]=[CH:23][CH:22]=3)[CH3:18])[CH:12]=[CH:13][C:14]=2[OH:15])[CH2:7][CH2:6][CH2:5][CH2:4][CH2:3][CH2:2]1 |f:4.5|. Reported procedure: a solution of the product from Example 18 (0.28 g, 0.49 mmol) and oxalic acid (0.13 g, 1.02 mmol) in 5 mL ethanol was triturated with ethyl acetate. The solid which formed was collected by filtration and dried under vacuum at 75° C. to give the title compound (0.097 g, 25%) as a white solid. Starting materials: CN(C)CCOCCN, CC(=O)CC(=O)C(C)(C)C, CCOCC, [Na+], [Na+], O=S(=O)([O-])[O-]. Product: CC(CC(=O)C(C)(C)C)=NCCOCCN(C)C. Reaction SMILES: [CH3:11][N:12]([CH2:13][CH2:14][O:15][CH2:16][CH2:17][NH2:18])[CH3:19].[CH3:1][C:2]([CH3:3])([C:4]([CH2:5][C:6]([CH3:7])=[O:8])=[O:9])[CH3:10].[CH3:27][CH2:28][O:29][CH2:30][CH3:31].[Na+:20].[Na+:21].[O-:22][S:23](=[O:24])(=[O:25])[O-:26]>>[CH3:1][C:2]([CH3:3])([C:4]([CH2:5][C:6]([CH3:7])=[N:18][CH2:17][CH2:16][O:15][CH2:14][CH2:13][N:12]([CH3:11])[CH3:19])=[O:9])[CH3:10]. The reactants are [H-].[Al+3].[Li+].[H-].[H-].[H-] (lithium aluminum hydride), CC1=C(C(=NC(=N1)C1=CC=CC=C1)C1=CC(=CC=C1)[N+](=O)[O-])C(=O)OC (methyl 6-methyl-4-(3-nitrophenyl)-2-phenyl-5-pyrimidinecarboxylate), [H-].[Al+3].[Li+].[H-].[H-].[H-] (lithium aluminum hydride), ice water, C(C)OCC (diethyl ether). Run in O1CCCC1 (tetrahydrofuran), O1CCCC1 (tetrahydrofuran). Yields the product OCC=1C(=NC(=NC1C)C1=CC=CC=C1)C1=CC(=CC=C1)[N+](=O)[O-] (5-hydroxymethyl-6-methyl-2-phenyl-4-(3-nitrophenyl)pyrimidine). Yield: 72.5%. Reaction SMILES: [H-].[Al+3].[Li+].[H-].[H-].[H-].C(OCC)C.[CH3:12][C:13]1[N:18]=[C:17]([C:19]2[CH:24]=[CH:23][CH:22]=[CH:21][CH:20]=2)[N:16]=[C:15]([C:25]2[CH:30]=[CH:29][CH:28]=[C:27]([N+:31]([O-:33])=[O:32])[CH:26]=2)[C:14]=1[C:34](OC)=[O:35]>O1CCCC1>[OH:35][CH2:34][C:14]1[C:15]([C:25]2[CH:30]=[CH:29][CH:28]=[C:27]([N+:31]([O-:33])=[O:32])[CH:26]=2)=[N:16][C:17]([C:19]2[CH:20]=[CH:21][CH:22]=[CH:23][CH:24]=2)=[N:18][C:13]=1[CH3:12] |f:0.1.2.3.4.5|. Reported procedure: To a suspension of lithium aluminum hydride (12.24 g) in a mixture of dry tetrahydrofuran (180 ml) and diethyl ether (360 ml) was dropwise added a solution of methyl 6-methyl-4-(3-nitrophenyl)-2-phenyl-5-pyrimidinecarboxylate (45 g) in dry tetrahydrofuran (180 ml) under cooling at -50°~-40° C. The excess lithium aluminum hydride was decomposed by a careful addition to ice water. The separated organic layer was washed with 15% sulfuric acid (400 ml) and extracted with ethyl acetate (1 l). The org... Starting materials: 49.5, CNC (N-methylmethanamine), C([O-])([O-])=O.[Na+].[Na+] (sodium carbonate), O (water), 124, COC1=CC=C(C=C1)C1(CCC2(OCCO2)CC1)C(=O)Cl (8-(4-methoxyphenyl)-1,4-dioxaspiro[4,5]decane-8-carbonyl chloride). The solvent is CC1=CC=CC=C1 (methylbenzene). Reaction conditions: time 8 hour. Yields the product 128, COC1=CC=C(C=C1)C1(CCC2(OCCO2)CC1)C(=O)N(C)C (8-(4-methoxyphenyl)-N,N-dimethyl-1,4-dioxaspiro[4,5]decane-8-carboxamide). The yield is 100.0%. Reaction SMILES: [CH3:1][NH:2][CH3:3].C(=O)([O-])[O-].[Na+].[Na+].O.[CH3:11][O:12][C:13]1[CH:18]=[CH:17][C:16]([C:19]2([C:29](Cl)=[O:30])[CH2:28][CH2:27][C:22]3([O:26][CH2:25][CH2:24][O:23]3)[CH2:21][CH2:20]2)=[CH:15][CH:14]=1>CC1C=CC=CC=1>[CH3:11][O:12][C:13]1[CH:18]=[CH:17][C:16]([C:19]2([C:29]([N:2]([CH3:3])[CH3:1])=[O:30])[CH2:28][CH2:27][C:22]3([O:26][CH2:25][CH2:24][O:23]3)[CH2:21][CH2:20]2)=[CH:15][CH:14]=1 |f:1.2.3|. Reported procedure: To a stirred and cooled (<0° C.) mixture of 49.5 parts of N-methylmethanamine solution 40%, 93 parts of sodium carbonate and 1000 parts of water is added dropwise a solution of 124 parts of 8-(4-methoxyphenyl)-1,4-dioxaspiro[4,5]decane-8-carbonyl chloride in 675 parts of methylbenzene. Upon completion, stirring is continued overnight at room temperature. The layers are separated and the organic phase is washed with water, dried, filtered and evaporated, yielding 128 parts (100%) of 8-(4-methoxyp... Reactants: BrCC(O)(C=1C=NC(=CC1)Cl)CC(Cl)(Cl)Cl (α-(bromomethyl)-6-chloro-α-(2,2,2-trichloroethyl)-3-pyridinemethanol), C(=O)([O-])[O-].[K+].[K+] (K2CO3). The solvent is C(C)#N (acetonitrile). Run at time 5 minute. Product: ClC1=NC=C(C=C1)C1(OC1)CC(Cl)(Cl)Cl (2-chloro-5-(2-(2,2,2-trichloroethyl)oxiranyl)pyridine). The yield is 66.0%. As a reaction SMILES: Br[CH2:2][C:3]([CH2:12][C:13]([Cl:16])([Cl:15])[Cl:14])([C:5]1[CH:6]=[N:7][C:8]([Cl:11])=[CH:9][CH:10]=1)[OH:4].C([O-])([O-])=O.[K+].[K+]>C(#N)C>[Cl:11][C:8]1[CH:9]=[CH:10][C:5]([C:3]2([CH2:12][C:13]([Cl:16])([Cl:15])[Cl:14])[CH2:2][O:4]2)=[CH:6][N:7]=1 |f:1.2.3|. Procedure details: To a solution of 7.0 g (19 mmoles) of α-(bromomethyl)-6-chloro-α-(2,2,2-trichloroethyl)-3-pyridinemethanol in 200 ml of acetonitrile was added 10 g (0.07 mole) of powdered anhydrous K2CO3. The slurry was stirred for five minutes, filtered and the filtrate concentrated in vacuo, giving 5 g of crude product. Recrystallization from hexane yielded 3.6 g (66%) of product, m.p. 65°-67° C. The reactants are O1C(=CC=C1)C=1C=C(\C=C\2/CCC=3N(C(=CC32)C(=O)OC)S(=O)(=O)C3=CC=C(C)C=C3)C=CC1 ((E)-methyl 4-(3-(furan-2-yl)benzylidene)-1-tosyl-1,4,5,6-tetrahydrocyclopenta[b]pyrrole-2-carboxylate), aryl halide, B(O)O (boronic acid), [OH-].[Ba+2].[OH-] (Barium hydroxide). The reagents and catalysts are C=1C=CC(=CC1)[P](C=2C=CC=CC2)(C=3C=CC=CC3)[Pd]([P](C=4C=CC=CC4)(C=5C=CC=CC5)C=6C=CC=CC6)([P](C=7C=CC=CC7)(C=8C=CC=CC8)C=9C=CC=CC9)[P](C=1C=CC=CC1)(C=1C=CC=CC1)C=1C=CC=CC1 (tetrakis(triphenylphosphine)palladium(0)). Solvent: O (H2O), C(C)(=O)OCC (ethyl acetate), O (H2O), CN(C)C=O (DMF). Reaction conditions: time 1 hour. Product: O1C(=CC=C1)C=1C=C(\C=C\2/CCC=3NC(=CC32)C(=O)OC)C=CC1 ((E)-methyl 4-(3-(furan-2-yl)benzylidene)-1,4,5,6-tetrahydrocyclopenta[b]pyrrole-2-carboxylate). Reaction SMILES: [OH-].[Ba+2].[OH-].B(O)O.[O:7]1[CH:11]=[CH:10][CH:9]=[C:8]1[C:12]1[CH:13]=[C:14]([CH:38]=[CH:39][CH:40]=1)/[CH:15]=[C:16]1\[CH2:17][CH2:18][C:19]2[N:20](S(C3C=CC(C)=CC=3)(=O)=O)[C:21]([C:24]([O:26][CH3:27])=[O:25])=[CH:22][C:23]\1=2>CN(C=O)C.O.C(OCC)(=O)C.C1C=CC([P]([Pd]([P](C2C=CC=CC=2)(C2C=CC=CC=2)C2C=CC=CC=2)([P](C2C=CC=CC=2)(C2C=CC=CC=2)C2C=CC=CC=2)[P](C2C=CC=CC=2)(C2C=CC=CC=2)C2C=CC=CC=2)(C2C=CC=CC=2)C2C=CC=CC=2)=CC=1>[O:7]1[CH:11]=[CH:10][CH:9]=[C:8]1[C:12]1[CH:13]=[C:14]([CH:38]=[CH:39][CH:40]=1)/[CH:15]=[C:16]1\[CH2:17][CH2:18][C:19]2[NH:20][C:21]([C:24]([O:26][CH3:27])=[O:25])=[CH:22][C:23]\1=2 |f:0.1.2,^1:56,58,77,96|. Procedure: The starting aryl halide (i.e., (E)-methyl 4-(3-bromobenzylidene)-1-tosyl-1,4,5,6-tetrahydrocyclopenta[b]pyrrole-2-carboxylate) (0.824 mmol) was dissolved in DMF (8 mL) and H2O (2 mL) was added, forming a suspension. Barium hydroxide (0.213 g, 1.24 mmol) was then added, and the suspension was isolated and back-flushed four times with N2. The boronic acid (i.e. furan-2-boronic acid) (1.23 mmol) was added, and the suspension was isolated and back-flushed with N2 an additional four times and finall...